From a dataset of the Open Reaction Database (ORD), a public repository of structured organic reaction records. describe an organic reaction: reactants, conditions, products, and yield Reactants: BrBr (Br2), BrBr (Br2), C(C1=CC=CC=C1)OC1=CC(=C(C(=C1C)C)OCC1=CC=CC=C1)C (1,4-bis(benzyloxy)-3,5,6-trimethylbenzene), CCCCCCC (heptane). Run in COC (DME), COC (DME), COC (dimethyl ether). Reaction conditions: time 8 hour. The product is BrC1=C(C(=C(C(=C1C)OCC1=CC=CC=C1)C)C)OCC1=CC=CC=C1 (2-bromo-1,4-bis(benzyloxy)-3,5,6-trimethylbenzene). As a reaction SMILES: [CH2:1]([O:8][C:9]1[C:14]([CH3:15])=[C:13]([CH3:16])[C:12]([O:17][CH2:18][C:19]2[CH:24]=[CH:23][CH:22]=[CH:21][CH:20]=2)=[C:11]([CH3:25])[CH:10]=1)[C:2]1[CH:7]=[CH:6][CH:5]=[CH:4][CH:3]=1.[Br:26]Br.CCCCCCC>COC>[Br:26][C:10]1[C:11]([CH3:25])=[C:12]([O:17][CH2:18][C:19]2[CH:24]=[CH:23][CH:22]=[CH:21][CH:20]=2)[C:13]([CH3:16])=[C:14]([CH3:15])[C:9]=1[O:8][CH2:1][C:2]1[CH:3]=[CH:4][CH:5]=[CH:6][CH:7]=1. Procedure: In 100 mL dimethyl ether (DME) was dissolved 1,4-bis(benzyloxy)-3,5,6-trimethylbenzene prepared as in step 1(5 g, 15.0 mmol) which was treated with a solution of Br2 (0.85 mL, 16.5 mmol, 1.1 equiv.) in 10 mL DME (1.6 M) over ten minutes via a dropping funnel. The reaction was judged incomplete by HPLC. Additional Br2 in DME (0.42 mL, 1.31 g, 8.19 mmol, 0.55 equiv.) was added and stirred overnight. A white solid precipitated from the solution during the night. The reaction was treated with 200 mL... The reactants are FC(S(=O)(=O)OS(=O)(=O)C(F)(F)F)(F)F (trifluoromethanesulfonic anhydride), C(CCC)C=1N(C=C(N1)CCC(=O)OCC)C(=O)OC(C)(C)C (ethyl 3-[2-n-butyl-1-t-butoxycarbonyl-1H-imidazol-4-yl]propanoate), ClC1=C(CO)C=CC=C1 (2-chlorobenzyl alcohol), C(C)(C)N(CC)C(C)C (diisopropylethylamine). The solvent is C(Cl)Cl (methylene chloride), C(Cl)Cl (methylene chloride), C(Cl)Cl (methylene chloride). Reaction conditions: time 15 minute. The product is C(CCC)C=1N(C(=CN1)CCC(=O)OCC)CC1=C(C=CC=C1)Cl (ethyl 3-[2-n-butyl-1-{(2-chlorophenyl)methyl}-1H-imidazol-5-yl]-propanoate). Isolated yield 58.4%. As a reaction SMILES: FC(F)(F)S(OS(C(F)(F)F)(=O)=O)(=O)=O.[Cl:16][C:17]1[CH:24]=[CH:23][CH:22]=[CH:21][C:18]=1[CH2:19]O.C(N(C(C)C)CC)(C)C.[CH2:34]([C:38]1[N:39](C(OC(C)(C)C)=O)[CH:40]=[C:41]([CH2:43][CH2:44][C:45]([O:47][CH2:48][CH3:49])=[O:46])[N:42]=1)[CH2:35][CH2:36][CH3:37]>C(Cl)Cl>[CH2:34]([C:38]1[N:42]([CH2:19][C:18]2[CH:21]=[CH:22][CH:23]=[CH:24][C:17]=2[Cl:16])[C:41]([CH2:43][CH2:44][C:45]([O:47][CH2:48][CH3:49])=[O:46])=[CH:40][N:39]=1)[CH2:35][CH2:36][CH3:37]. Procedure: To a solution of trifluoromethanesulfonic anhydride (163 μL, 0.966 mmol) in methylene chloride (1 mL) held at -75° C. under argon was added 2-chlorobenzyl alcohol (138 mg, 0.966 mmol) and diisopropylethylamine (168 μL, 0.966 mmol) in methylene chloride (2 mL) over one minute. After being stirred for 15 minutes, a solution of ethyl 3-[2-n-butyl-1-t-butoxycarbonyl-1H-imidazol-4-yl]propanoate (285 mg, 0.878 mmol) in methylene chloride (2 mL) was added over a 3-minute interval at -75° C. The reactio... Reactants: CON(C(=O)C=1C=CC2=C(C=C(O2)CCN2[C@@H](CCC2)C)C1)C (N-methoxy-N-methyl-2-{2-[(2R)-2-methyl-1-pyrrolidinyl]ethyl}-1-benzofuran-5-carboxamide), COC=1C=C(C=CC1)[Mg]Br (3-methoxyphenylmagnesium bromide). The product is COC=1C=C(C=CC1)C(=O)C=1C=CC2=C(C=C(O2)CCN2[C@@H](CCC2)C)C1 ((3-methoxyphenyl)(2-{2-[(2R)-2-methyl-1-pyrrolidinyl]ethyl}-1-benzofuran-5-yl)methanone). Reaction SMILES: CON(C)[C:4]([C:6]1[CH:7]=[CH:8][C:9]2[O:13][C:12]([CH2:14][CH2:15][N:16]3[CH2:20][CH2:19][CH2:18][C@H:17]3[CH3:21])=[CH:11][C:10]=2[CH:22]=1)=[O:5].[CH3:24][O:25][C:26]1[CH:27]=[C:28]([Mg]Br)[CH:29]=[CH:30][CH:31]=1>>[CH3:24][O:25][C:26]1[CH:31]=[C:30]([C:4]([C:6]2[CH:7]=[CH:8][C:9]3[O:13][C:12]([CH2:14][CH2:15][N:16]4[CH2:20][CH2:19][CH2:18][C@H:17]4[CH3:21])=[CH:11][C:10]=3[CH:22]=2)=[O:5])[CH:29]=[CH:28][CH:27]=1. Procedure details: The product from Example 71E and 3-methoxyphenylmagnesium bromide were processed as described in Example 71F to provide the title compound. 1HNMR (300 MHz, CD3OD) δ 1.42 (d, 3H), 1.72 (m, 1H), 2.10 (m, 2H), 2.35 (m, 1H), 3.30 (m, 4H), 3.55 (m, 1H), 3.80 (m, 2H), 3.83 (s, 3H), 6.83 (s, 1H), 7.2 (m, 1H), 7.30 (m, 2H), 7.45 (m, 1H), 7.60 (m, 2H), 7.80 (dd, 1H), 8.02 (d, 1H); MS (ESI) m/z 364 (M+H)+. The reactants are Cl.Cl.FC1=CC=C(C=C1)C1(OCCO1)CCCN(C)CCCN1CCC(CC1)OC1=CC(=CC=C1)Cl (1-{3-{N-{3-[2-(4-fluorophenyl)-1,3-dioxolan-2-yl]propyl}-N-methylamino}propyl}-4-(3-chlorophenoxy)piperidine dihydrochloride), Cl (HCl), C([O-])(O)=O.[Na+] (sodium bicarbonate). The solvent is CO (methanol). Yields the product Cl.Cl.FC1=CC=C(C=C1)C(CCCN(C)CCCN1CCC(CC1)OC1=CC(=CC=C1)Cl)=O (1-{3-{N-[4-(4-Fluorophenyl)-4-oxobutyl]-N-methylamino}propyl}-4-(3-chlorophenoxy)piperidine dihydrochloride). Yield: 161.4%. As a reaction SMILES: [ClH:1].Cl.[F:3][C:4]1[CH:9]=[CH:8][C:7]([C:10]2([CH2:15][CH2:16][CH2:17][N:18]([CH2:20][CH2:21][CH2:22][N:23]3[CH2:28][CH2:27][CH:26]([O:29][C:30]4[CH:35]=[CH:34][CH:33]=[C:32]([Cl:36])[CH:31]=4)[CH2:25][CH2:24]3)[CH3:19])OCC[O:11]2)=[CH:6][CH:5]=1.Cl.C(=O)(O)[O-].[Na+]>CO>[ClH:36].[ClH:1].[F:3][C:4]1[CH:9]=[CH:8][C:7]([C:10](=[O:11])[CH2:15][CH2:16][CH2:17][N:18]([CH2:20][CH2:21][CH2:22][N:23]2[CH2:24][CH2:25][CH:26]([O:29][C:30]3[CH:35]=[CH:34][CH:33]=[C:32]([Cl:36])[CH:31]=3)[CH2:27][CH2:28]2)[CH3:19])=[CH:6][CH:5]=1 |f:0.1.2,4.5,7.8.9|. Procedure details: A solution prepared from 3.36 g (5.96 mmol) of 1-{3-{N-{3-[2-(4-fluorophenyl)-1,3-dioxolan-2-yl]propyl}-N-methylamino}propyl}-4-(3-chlorophenoxy)piperidine dihydrochloride, 90 ml of methanol and 40 ml of 3N HCl was heated at reflux under nitrogen for 3 hours. The solution was allowed to cool to room temperature, neutralized with saturated sodium bicarbonate and the methanol evaporated. The residue was made basic with sodium carbonate, extracted twice with ether and washed with saturated sodium c... The reactants are N#CCCCCC(N)=O, CN1CCCC1=O, O. The product is NCCCCCC(N)=O. RXN SMILES: [C:1](#[N:2])[CH2:3][CH2:4][CH2:5][CH2:6][C:7](=[O:8])[NH2:9].[CH3:11][N:12]1[CH2:13][CH2:14][CH2:15][C:16]1=[O:17].[OH2:10]>>[CH2:1]([NH2:2])[CH2:3][CH2:4][CH2:5][CH2:6][C:7](=[O:8])[NH2:9]. The reactants are FC1=C(NCCCCN2CCOCC2)C=CC(=C1)[N+](=O)[O-] (2-fluoro-N-(4-morpholinobutyl)-4-nitroaniline), CCOC(=O)C (EtOAc). Reagents/catalysts: [Pd] (Pd/C). Run in CO (MeOH). Run at time 2 hour. Product: FC1=C(C=CC(=C1)N)NCCCCN1CCOCC1 (2-fluoro-N1-(4-morpholinobutyl)benzene-1,4-diamine). Yield: 100.1%. As a reaction SMILES: [F:1][C:2]1[CH:18]=[C:17]([N+:19]([O-])=O)[CH:16]=[CH:15][C:3]=1[NH:4][CH2:5][CH2:6][CH2:7][CH2:8][N:9]1[CH2:14][CH2:13][O:12][CH2:11][CH2:10]1.CCOC(C)=O>[Pd].CO>[F:1][C:2]1[CH:18]=[C:17]([NH2:19])[CH:16]=[CH:15][C:3]=1[NH:4][CH2:5][CH2:6][CH2:7][CH2:8][N:9]1[CH2:14][CH2:13][O:12][CH2:11][CH2:10]1. Procedure: To a solution of 2-fluoro-N-(4-morpholinobutyl)-4-nitroaniline (1.19 g, 4.00 mmol) in mixed solvents of EtOAc (20 mL) and MeOH (20 mL) was added catalyst Pd/C (0.30 g). The reaction was stirred at rt under H2 for 2 h, then filtered. The filtrate was concentrated in vacuo. The residue was purified by a silica gel column chromatography (EtOAc/MeOH (V/V)=10:1) to give the title compound as a white solid (1.07 g, 100%). The reactants are aqueous solution, [OH-].[Na+] (sodium hydroxide), FC(CO)(F)F (2,2,2-trifluoroethanol), S(=O)(=O)(O)Cl.C1=CC=CC=C1 (benzene sulphochloride). Solvent: O (water). Conditions: time 10 minute. Yields the product FC(COS(=O)(=O)C1=CC=CC=C1)(F)F (2,2,2-trifluoroethylbenzene sulphonate). As a reaction SMILES: [OH-].[Na+].[F:3][C:4]([F:8])([F:7])[CH2:5][OH:6].[S:9](Cl)([OH:12])(=O)=[O:10].[CH:14]1[CH:19]=[CH:18][CH:17]=[CH:16][CH:15]=1>O>[F:3][C:4]([F:8])([F:7])[CH2:5][O:6][S:9]([C:14]1[CH:19]=[CH:18][CH:17]=[CH:16][CH:15]=1)(=[O:12])=[O:10] |f:0.1,3.4|. Reported procedure: 4.4 Moles of a 30% aqueous solution of sodium hydroxide were dissolved in 4 moles of 2,2,2-trifluoroethanol with cooling to maintain the temperature of the reaction mixture between 50° and 55° C. The solution was added at once with stirring at the same temperature to a mixture of 4.2 moles of benzene sulphochloride and 1 liter of water, which had also been brought at 50°-55° C. After 10 min of stirring the oil layer was decanted and washed with 1 liter of water. The oil was filtered through pape...